The task is: describe an organic reaction: reactants, conditions, products, and yield. This data is from the Open Reaction Database (ORD), a public repository of structured organic reaction records. Reactants: N(=O)[O-].[Na+] (sodium nitrite), [I-].[K+] (potassium iodide), NC=1C=C2C=NNC2=CC1 (5-Aminoindazole), Cl (HCl). Solvent: O (water), O (water), O (water), ice. Run at temperature -5 celsius, time 15 minute. The product is IC=1C=C2C=NNC2=CC1 (5-iodoindazole). Yield: 106.7%. RXN SMILES: N[C:2]1[CH:3]=[C:4]2[C:8](=[CH:9][CH:10]=1)[NH:7][N:6]=[CH:5]2.Cl.N([O-])=O.[Na+].[I-:16].[K+]>O>[I:16][C:2]1[CH:3]=[C:4]2[C:8](=[CH:9][CH:10]=1)[NH:7][N:6]=[CH:5]2 |f:2.3,4.5|. Procedure: 5-Aminoindazole (64.73 g, 486.13 mmol) was suspended in 600 mL water and ca. 600 mL ice, and conc. HCl (200 mL, 5759 mmol) was added. The mixture was cooled in an ice-salt bath to ca. −5° C. To this mixture was added, dropwise, a solution of sodium nitrite (37.34 g, 541.2 mmol) in 200 mL water (took about 1 hr). The internal temperature was kept below ca. +2° C. The resulting brown solution was stirred for a further 15 min at −5° C., then a solution of potassium iodide (97 g, 584.34 mmol) in 250... The reactants are ClCC1=CC=C(C=C1)C(=O)N=C=S (4-(chloromethyl)-1-benzenecarbonyl isothiocyanate), ClCC1=CC=C(C=C1)C(=O)Cl (4-(chloromethyl)-1-benzenecarbonyl chloride), COC=1C=C2C(=CC=NC2=CC1OC)OC1=C(C=C(N)C=C1)F (4-[(6,7-Dimethoxy-4-quinolyl)oxy]-3-fluoroaniline). Run in C(C)O (ethanol), C(C)O (ethanol), C1(=CC=CC=C1)C (toluene). Run at time 2 hour. Yields the product ClCC1=CC=C(C=C1)C(=O)N=C=S (4-(Chloromethyl)-1-benzenecarbonyl isothiocyanate), ClCC1=CC=C(C(=O)NC(=S)NC2=CC(=C(C=C2)OC2=CC=NC3=CC(=C(C=C23)OC)OC)F)C=C1 (N-[4-(Chloromethyl)benzoyl]-N′-{4-[(6,7-dimethoxy-4-quinolyl)oxy]-3-fluorophenyl}thiourea). Isolated yield 81.0%. Reaction SMILES: ClCC1C=CC(C(Cl)=O)=CC=1.[CH3:12][O:13][C:14]1[CH:15]=[C:16]2[C:21](=[CH:22][C:23]=1[O:24][CH3:25])[N:20]=[CH:19][CH:18]=[C:17]2[O:26][C:27]1[CH:33]=[CH:32][C:30]([NH2:31])=[CH:29][C:28]=1[F:34].[Cl:35][CH2:36][C:37]1[CH:42]=[CH:41][C:40]([C:43]([N:45]=[C:46]=[S:47])=[O:44])=[CH:39][CH:38]=1>C1(C)C=CC=CC=1.C(O)C>[Cl:35][CH2:36][C:37]1[CH:38]=[CH:39][C:40]([C:43]([N:45]=[C:46]=[S:47])=[O:44])=[CH:41][CH:42]=1.[Cl:35][CH2:36][C:37]1[CH:38]=[CH:39][C:40]([C:43]([NH:45][C:46]([NH:31][C:30]2[CH:32]=[CH:33][C:27]([O:26][C:17]3[C:16]4[C:21](=[CH:22][C:23]([O:24][CH3:25])=[C:14]([O:13][CH3:12])[CH:15]=4)[N:20]=[CH:19][CH:18]=3)=[C:28]([F:34])[CH:29]=2)=[S:47])=[O:44])=[CH:41][CH:42]=1. Procedure details: 4-(Chloromethyl)-1-benzenecarbonyl isothiocyanate was prepared using commercially available 4-(chloromethyl)-1-benzenecarbonyl chloride (80 mg) as a starting compound according to the description of the literature. 4-[(6,7-Dimethoxy-4-quinolyl)oxy]-3-fluoroaniline (50 mg) was dissolved in toluene (5 ml) and ethanol (1 ml) to prepare a solution. A solution of 4-(chloromethyl)-1-benzenecarbonyl isothiocyanate in ethanol (1 ml) was then added to the solution, and the mixture was stirred at room tem...